Dataset: the Open Reaction Database (ORD), a public repository of structured organic reaction records. Task: describe an organic reaction: reactants, conditions, products, and yield Reactants: CC(C)(C)COc1nc(N2CCNCC2)nc(N2CCSCC2)c1[N+](=O)[O-], Cl, [Na+], [OH-], O, OO. Product: CC(C)(C)COc1nc(N2CCNCC2)nc(N2CCS(=O)CC2)c1[N+](=O)[O-]. RXN SMILES: [CH2:1]([C:2]([CH3:3])([CH3:4])[CH3:5])[O:6][c:7]1[c:8]([N+:25](=[O:26])[O-:27])[c:9]([N:19]2[CH2:20][CH2:21][S:22][CH2:23][CH2:24]2)[n:10][c:11]([N:13]2[CH2:14][CH2:15][NH:16][CH2:17][CH2:18]2)[n:12]1.[ClH:28].[Na+:32].[OH-:31].[OH2:33].[OH:29][OH:30]>>[CH2:1]([C:2]([CH3:3])([CH3:4])[CH3:5])[O:6][c:7]1[c:8]([N+:25](=[O:26])[O-:27])[c:9]([N:19]2[CH2:20][CH2:21][S:22](=[O:29])[CH2:23][CH2:24]2)[n:10][c:11]([N:13]2[CH2:14][CH2:15][NH:16][CH2:17][CH2:18]2)[n:12]1. Starting materials: N#Cc1cccc2ccccc12, ClCCl, Cc1ccccc1, CCCCCC, C[Al](C)C, [Cl-], [NH4+]. The product is Cl, N=C(N)c1cccc2ccccc12. Reaction SMILES: [C:7](#[N:8])[c:9]1[cH:10][cH:11][cH:12][c:13]2[cH:14][cH:15][cH:16][cH:17][c:18]12.[CH2:32]([Cl:33])[Cl:34].[CH3:19][c:20]1[cH:21][cH:22][cH:23][cH:24][cH:25]1.[CH3:26][CH2:27][CH2:28][CH2:29][CH2:30][CH3:31].[CH3:3][Al:4]([CH3:5])[CH3:6].[Cl-:1].[NH4+:2]>>[ClH:1].[NH:2]=[C:7]([NH2:8])[c:9]1[cH:10][cH:11][cH:12][c:13]2[cH:14][cH:15][cH:16][cH:17][c:18]12. Reactants: NNC(=O)c1ccccc1C(=O)NN, CC(C)=O, CC(C)(C)OCl, [Na]. Yields the product O=C1N=NC(=O)c2ccccc21. As a reaction SMILES: [C:8]([c:9]1[c:10]([C:11](=[O:12])[NH:13][NH2:14])[cH:15][cH:16][cH:17][cH:18]1)(=[O:19])[NH:20][NH2:21].[CH3:22][C:23](=[O:24])[CH3:25].[Cl:1][O:2][C:3]([CH3:4])([CH3:5])[CH3:6].[Na:7]>>[C:8]1(=[O:19])[c:9]2[c:10]([cH:15][cH:16][cH:17][cH:18]2)[C:11](=[O:12])[N:21]=[N:20]1. Starting materials: COc1ccc(C23Cn4cc([N+](=O)[O-])cc4C(=O)N2CCN3C(=O)c2conc2C)cc1, CO, [Fe+2], [NH4+], [OH-], O, O, O, O, O, O, O, O, O=S(=O)([O-])[O-]. The product is COc1ccc(C23Cn4cc(N)cc4C(=O)N2CCN3C(=O)c2conc2C)cc1. As a reaction SMILES: [CH3:1][O:2][c:3]1[cH:4][cH:5][c:6]([C:9]23[N:10]([C:11](=[O:21])[c:12]4[n:13]([cH:15][c:16]([N+:18]([O-:19])=[O:20])[cH:17]4)[CH2:14]2)[CH2:22][CH2:23][N:24]3[C:25](=[O:26])[c:27]2[c:28]([CH3:32])[n:29][o:30][cH:31]2)[cH:7][cH:8]1.[CH3:35][OH:36].[Fe+2:50].[NH4+:33].[OH-:34].[OH2:37].[OH2:43].[OH2:44].[OH2:45].[OH2:46].[OH2:47].[OH2:48].[OH2:49].[S:38]([O-:39])([O-:40])(=[O:41])=[O:42]>>[CH3:1][O:2][c:3]1[cH:4][cH:5][c:6]([C:9]23[N:10]([C:11](=[O:21])[c:12]4[n:13]([cH:15][c:16]([NH2:18])[cH:17]4)[CH2:14]2)[CH2:22][CH2:23][N:24]3[C:25](=[O:26])[c:27]2[c:28]([CH3:32])[n:29][o:30][cH:31]2)[cH:7][cH:8]1. The reactants are Fc1cc(F)cc(Br)c1, O=C([O-])[O-], CC(=O)O[Pd]OC(C)=O, C1COCCO1, [Cs+], [Cs+], COC(=O)c1cc(C2CCCN2)c2oc(N3CCOCC3)cc(=O)c2c1. Product: COC(=O)c1cc(C2CCCN2c2cc(F)cc(F)c2)c2oc(N3CCOCC3)cc(=O)c2c1. As a reaction SMILES: [Br:27][c:28]1[cH:29][c:30]([F:35])[cH:31][c:32]([F:34])[cH:33]1.[C:36](=[O:37])([O-:38])[O-:39].[C:48]([O:49][Pd:50][O:51][C:52](=[O:53])[CH3:54])(=[O:55])[CH3:56].[CH2:42]1[O:43][CH2:44][CH2:45][O:46][CH2:47]1.[Cs+:40].[Cs+:41].[O:1]1[CH2:2][CH2:3][N:4]([c:7]2[o:8][c:9]3[c:10]([CH:22]4[NH:23][CH2:24][CH2:25][CH2:26]4)[cH:11][c:12]([C:18](=[O:19])[O:20][CH3:21])[cH:13][c:14]3[c:15](=[O:17])[cH:16]2)[CH2:5][CH2:6]1>>[O:1]1[CH2:2][CH2:3][N:4]([c:7]2[o:8][c:9]3[c:10]([CH:22]4[N:23]([c:28]5[cH:29][c:30]([F:35])[cH:31][c:32]([F:34])[cH:33]5)[CH2:24][CH2:25][CH2:26]4)[cH:11][c:12]([C:18](=[O:19])[O:20][CH3:21])[cH:13][c:14]3[c:15](=[O:17])[cH:16]2)[CH2:5][CH2:6]1. The reactants are 78.1, S(=O)(O)[O-].[Na+] (sodium hydrogen sulfite), [OH-].[Na+] (sodium hydroxide), BrC1=CC=C(C=O)C=C1 (4-bromobenzaldehyde), [C-]#N.[Na+] (sodium cyanide), N1CCOCC1 (morpholine), 26.9. Run in O (water), O (water). Run at temperature -5 celsius, time 20 minute. Product: 138.5, BrC1=CC=C(C=C1)C(C#N)N1CCOCC1 (α-(4-bromophenyl)-4-morpholineacetonitrile). Yield: 98.5%. Reaction SMILES: S([O-])(O)=O.[Na+].[Br:6][C:7]1[CH:14]=[CH:13][C:10]([CH:11]=O)=[CH:9][CH:8]=1.[NH:15]1[CH2:20][CH2:19][O:18][CH2:17][CH2:16]1.[C-:21]#[N:22].[Na+].[OH-].[Na+]>O>[Br:6][C:7]1[CH:14]=[CH:13][C:10]([CH:11]([N:15]2[CH2:20][CH2:19][O:18][CH2:17][CH2:16]2)[C:21]#[N:22])=[CH:9][CH:8]=1 |f:0.1,4.5,6.7|. Procedure: A solution of 78.1 parts of sodium hydrogen sulfite in 400 parts of water was stirred for 15 min at 20° C. under a nitrogen atmosphere. After cooling to -5° C., there were added portionwise 100 parts of 4-bromobenzaldehyde and stirring was continued for 20 min at 10° C. Next there were added portionwise 65.3 parts of morpholine and, after stirring for 15 min, a solution of 26.9 parts of sodium cyanide in 90 parts of water. The mixture was stirred for 22 hours at 50° C. and was then treated with ... Procedure details: This product was prepared from toluene-4-sulfonic acid 4-cyano-phenyl ester and 1-(4-ethynyl-phenyl)-piperazine following the general procedure for the Sonogashira cross-coupling process described above. Chromatography eluent: heptane/EtOAc 9:1; yield (137 mg, 96%); 1H NMR δ (CDCl3): 7.61-7.51 (m, 4H), 7.4 (d, J=8.41 Hz, 2H), 6.85 (d, J=8.42 Hz, 2H), 3.25 (m, 4H), 1.73-153 (m, 6H); LCMS m/z 286. Reactants: C(#N)C1=CC=C(C=C1)OS(=O)(=O)C1=CC=C(C=C1)C (toluene-4-sulfonic acid 4-cyano-phenyl ester), C(#C)C1=CC=C(C=C1)N1CCNCC1 (1-(4-ethynyl-phenyl)-piperazine), CCCCCCC.CCOC(=O)C (heptane EtOAc). Product: N1(CCCCC1)C1=CC=C(C=C1)C#CC1=CC=C(C#N)C=C1 (4-(4-Piperidin-1-yl-phenylethynyl)-benzonitrile). Reaction SMILES: [C:1]([C:3]1[CH:8]=[CH:7][C:6](OS(C2C=CC(C)=CC=2)(=O)=O)=[CH:5][CH:4]=1)#[N:2].[C:20]([C:22]1[CH:27]=[CH:26][C:25]([N:28]2[CH2:33][CH2:32]N[CH2:30][CH2:29]2)=[CH:24][CH:23]=1)#[CH:21].[CH3:34]CCCCCC.CCOC(C)=O>>[N:28]1([C:25]2[CH:26]=[CH:27][C:22]([C:20]#[C:21][C:6]3[CH:5]=[CH:4][C:3]([C:1]#[N:2])=[CH:8][CH:7]=3)=[CH:23][CH:24]=2)[CH2:33][CH2:32][CH2:34][CH2:30][CH2:29]1 |f:2.3|.